describe an organic reaction: reactants, conditions, products, and yield From a dataset of the Open Reaction Database (ORD), a public repository of structured organic reaction records. Starting materials: CC=1C=C(C=CC1C(NC)=O)B(O)O ([3-methyl-4-(methylcarbamoyl)phenyl]boronic acid), BrC=1C=C(C=2N(N1)C(=CN2)I)Br (6,8-dibromo-3-iodoimidazo[1,2-b]pyridazine), C([O-])([O-])=O.[K+].[K+] (potassium carbonate), CCN(C(C)C)C(C)C (DIPEA), N1(CCOCC1)CCN (2-(morpholin-4-yl)ethanamine). Reagents/catalysts: C1=CC=C(C=C1)P([C-]2C=CC=C2)C3=CC=CC=C3.C1=CC=C(C=C1)P([C-]2C=CC=C2)C3=CC=CC=C3.Cl[Pd]Cl.[Fe+2] (Pd(dppf)Cl2). Run in C1CCOC1 (THF), C(Cl)Cl (DCM), CN1CCCC1=O (NMP). Reaction conditions: temperature 70 celsius. Yields the product BrC=1C=C(C=2N(N1)C(=CN2)C2=CC(=C(C(=O)NC)C=C2)C)NCCN2CCOCC2 (4-(6-bromo-8-{[2-(morpholin-4-yl)ethyl]amino}imidazo[1,2-b]pyridazin-3-yl)-N,2-dimethylbenzamide). RXN SMILES: [Br:1][C:2]1[CH:3]=[C:4](Br)[C:5]2[N:6]([C:8](I)=[CH:9][N:10]=2)[N:7]=1.CCN(C(C)C)C(C)C.[N:22]1([CH2:28][CH2:29][NH2:30])[CH2:27][CH2:26][O:25][CH2:24][CH2:23]1.[CH3:31][C:32]1[CH:33]=[C:34](B(O)O)[CH:35]=[CH:36][C:37]=1[C:38](=[O:41])[NH:39][CH3:40].C(=O)([O-])[O-].[K+].[K+]>CN1C(=O)CCC1.C1COCC1.C1C=CC(P(C2C=CC=CC=2)[C-]2C=CC=C2)=CC=1.C1C=CC(P(C2C=CC=CC=2)[C-]2C=CC=C2)=CC=1.Cl[Pd]Cl.[Fe+2].C(Cl)Cl>[Br:1][C:2]1[CH:3]=[C:4]([NH:30][CH2:29][CH2:28][N:22]2[CH2:27][CH2:26][O:25][CH2:24][CH2:23]2)[C:5]2[N:6]([C:8]([C:34]3[CH:35]=[CH:36][C:37]([C:38]([NH:39][CH3:40])=[O:41])=[C:32]([CH3:31])[CH:33]=3)=[CH:9][N:10]=2)[N:7]=1 |f:4.5.6,9.10.11.12|. Procedure details: To a stirred solution of 2.01 g (5 mmol) 6,8-dibromo-3-iodoimidazo[1,2-b]pyridazine which was prepared according to intermediate example 96c in NMP (15 mL) were added 1.94 g (15 mmol) DIPEA and 1.30 g (10 mmol) 2-(morpholin-4-yl)ethanamine in one portion at rt. After heating for 2 h at 70° C., 100 mL DCM were added and the mixture was washed with water (3×100 mL). The organic phase was dried over sodium sulphate and evaporated to yield a brownish solid which was used without further purification... Reactants: FC1=C(C(=CC(=C1)OC)F)C=1SC=C(N1)C(=O)O (2-(2,6-difluoro-4-methoxyphenyl)thiazole-4-carboxylic acid), C1(CC1)C=1C=CC(=C(C1)B(O)O)F ((5-cyclopropyl-2-fluorophenyl)boronic acid). Product: C1(CC1)C=1C=CC(=C(C1)C=1SC=C(N1)C(=O)O)F (2-(5-cyclopropyl-2-fluorophenyl)thiazole-4-carboxylic acid). RXN SMILES: F[C:2]1[CH:7]=[C:6](OC)[CH:5]=[C:4]([F:10])[C:3]=1[C:11]1[S:12][CH:13]=[C:14]([C:16]([OH:18])=[O:17])[N:15]=1.[CH:19]1(C2C=CC(F)=C(B(O)O)C=2)[CH2:21][CH2:20]1>>[CH:19]1([C:7]2[CH:6]=[CH:5][C:4]([F:10])=[C:3]([C:11]3[S:12][CH:13]=[C:14]([C:16]([OH:18])=[O:17])[N:15]=3)[CH:2]=2)[CH2:21][CH2:20]1. Procedure: Following the procedure of Intermediate 104, replacing 2,6-difluoro-4-methoxyphenylboronic acid with (5-cyclopropyl-2-fluorophenyl)boronic acid gave the title compound. Starting materials: H-MePHe-methioninol, C(C)N1CCOCC1 (N-ethylmorpholine), N[C@@H](CC1=CC=C(C=C1)O)C(=O)N[C@H](C)C(=O)NCC(=O)N[C@@H](CC1=CC=CC=C1)C(=O)O.N[C@@H](CCSC)CO (H-Tyr-(D)Ala-Gly-Phe methioninol), N[C@@H](CC1=CC=C(C=C1)O)C(=O)N[C@H](C)C(=O)NCC(=O)N[C@@H](CC1=CC=CC=C1)C(=O)O.N[C@@H](CCSC)CO (H-Tyr-(D)Ala-Gly-Phe methioninol), C(C)N1CCOCC1 (ethylmorpholine), C(C(C)C)OC(=O)Cl (chloroformic acid iso-butyl ester), N([C@@H](CC1=CC=C(C=C1)O)C(=O)N[C@H](C)C(=O)NCC(=O)O)C(=O)OC(C)(C)C (Boc-Tyr-(D)Ala-Gly-OH). Run in C(C)(=O)O (acetic acid), C1CCOC1 (THF). Conditions: time 10 minute. Product: N([C@@H](CC1=CC=C(C=C1)O)C(=O)N[C@H](C)C(=O)NCC(=O)N([C@@H](CC1=CC=CC=C1)C(=O)O)C)C(=O)OC(C)(C)C.N[C@@H](CCSC)CO (Boc-Tyr-(D)Ala-Gly-MePhe methioninol). As a reaction SMILES: [NH:1]([C:23]([O:25][C:26]([CH3:29])([CH3:28])[CH3:27])=[O:24])[C@H:2]([C:11]([NH:13][C@@H:14]([C:16]([NH:18][CH2:19][C:20](O)=[O:21])=[O:17])[CH3:15])=[O:12])[CH2:3][C:4]1[CH:9]=[CH:8][C:7]([OH:10])=[CH:6][CH:5]=1.C(N1CCOCC1)C.C(OC(Cl)=O)C(C)C.N[C@H](C(N[C@@H](C(NC[C:65]([NH:67][C@H:68]([C:76]([OH:78])=[O:77])[CH2:69][C:70]1[CH:75]=[CH:74][CH:73]=[CH:72][CH:71]=1)=O)=O)C)=O)CC1C=CC(O)=CC=1.[NH2:79][C@H:80]([CH2:85][OH:86])[CH2:81][CH2:82][S:83][CH3:84]>C1COCC1.C(O)(=O)C>[NH:1]([C:23]([O:25][C:26]([CH3:27])([CH3:29])[CH3:28])=[O:24])[C@H:2]([C:11]([NH:13][C@@H:14]([C:16]([NH:18][CH2:19][C:20]([N:67]([CH3:65])[C@H:68]([C:76]([OH:78])=[O:77])[CH2:69][C:70]1[CH:75]=[CH:74][CH:73]=[CH:72][CH:71]=1)=[O:21])=[O:17])[CH3:15])=[O:12])[CH2:3][C:4]1[CH:5]=[CH:6][C:7]([OH:10])=[CH:8][CH:9]=1.[NH2:79][C@H:80]([CH2:85][OH:86])[CH2:81][CH2:82][S:83][CH3:84] |f:3.4,7.8|. Procedure details: 1.23 g of Boc-Tyr-(D)Ala-Gly-OH is dissolved in 30 ml of THF and cooled to 15°. 0.38 ml of ethylmorpholine are added with stirring followed by 0.39 ml of chloroformic acid iso-butyl ester and stirring continued for 10 minutes. A cold solution of 14 g of TFA.H-MePHe-methioninol and 0.45 ml of N-ethylmorpholine in 12 ml of TFA are added with stirring at -15°. The mixture is stirred for 20 hours at 0°, diluted with 250 ml of acetic acid and washed repeatedly with water, 1 N citric acid, 10% KHCO3 a...